From a dataset of the Open Reaction Database (ORD), a public repository of structured organic reaction records. describe an organic reaction: reactants, conditions, products, and yield The product is OC1(CCCC1)CNC(=O)C1=NC=C(C(=C1)OCC1CC1)C1CC1 (5-Cyclopropyl-4-cyclopropylmethoxy-pyridine-2-carboxylic acid (1-hydroxy-cyclopentylmethyl)-amide). Starting materials: C1(CC1)C=1C(=CC(=NC1)C(=O)O)OCC1CC1 (5-Cyclopropyl-4-cyclopropylmethoxy-pyridine-2-carboxylic acid), Cl.NCC1(CCCC1)O (1-(aminomethyl)cyclopentanol hydrochloride). Procedure details: The title compound was synthesized in analogy to Example 54, using 5-Cyclopropyl-4-cyclopropylmethoxy-pyridine-2-carboxylic acid (Example 42c) and 1-(aminomethyl)cyclopentanol hydrochloride (CAN 76066-27-8) as starting materials and isolated (71 mg, 63%) as a white solid; MS (ESI, m/z): 331.0 (M+H+). RXN SMILES: [CH:1]1([C:4]2[C:5]([O:13][CH2:14][CH:15]3[CH2:17][CH2:16]3)=[CH:6][C:7]([C:10]([OH:12])=O)=[N:8][CH:9]=2)[CH2:3][CH2:2]1.Cl.[NH2:19][CH2:20][C:21]1([OH:26])[CH2:25][CH2:24][CH2:23][CH2:22]1>>[OH:26][C:21]1([CH2:20][NH:19][C:10]([C:7]2[CH:6]=[C:5]([O:13][CH2:14][CH:15]3[CH2:17][CH2:16]3)[C:4]([CH:1]3[CH2:2][CH2:3]3)=[CH:9][N:8]=2)=[O:12])[CH2:25][CH2:24][CH2:23][CH2:22]1 |f:1.2|. The reactants are NC1=C(C=C(C=N1)C1CC(N(CC1)C)=O)Br ((+/−)-4-(6-amino-5-bromopyridin-3-yl)-1-methylpiperidin-2-one), ClC=1C=C(C=CC1)[C@@H](CO)NC(=O)C1=C(C=C(C=C1)B(O)O)F ((S)-(4-((1-(3-chlorophenyl)-2-hydroxyethyl)carbamoyl)-3-fluorophenyl)boronic acid). The product is NC1=NC=C(C=C1C1=CC(=C(C(=O)N[C@H](CO)C2=CC(=CC=C2)Cl)C=C1)F)C1CC(N(CC1)C)=O (4-(2-amino-5-(1-methyl-2-oxopiperidin-4-yl)pyridin-3-yl)-N—((S)-1-(3-chlorophenyl)-2-hydroxyethyl)-2-fluorobenzamide). Reaction SMILES: [NH2:1][C:2]1[N:7]=[CH:6][C:5]([CH:8]2[CH2:13][CH2:12][N:11]([CH3:14])[C:10](=[O:15])[CH2:9]2)=[CH:4][C:3]=1Br.[Cl:17][C:18]1[CH:19]=[C:20]([C@H:24]([NH:27][C:28]([C:30]2[CH:35]=[CH:34][C:33](B(O)O)=[CH:32][C:31]=2[F:39])=[O:29])[CH2:25][OH:26])[CH:21]=[CH:22][CH:23]=1>>[NH2:1][C:2]1[C:3]([C:33]2[CH:34]=[CH:35][C:30]([C:28]([NH:27][C@@H:24]([C:20]3[CH:21]=[CH:22][CH:23]=[C:18]([Cl:17])[CH:19]=3)[CH2:25][OH:26])=[O:29])=[C:31]([F:39])[CH:32]=2)=[CH:4][C:5]([CH:8]2[CH2:13][CH2:12][N:11]([CH3:14])[C:10](=[O:15])[CH2:9]2)=[CH:6][N:7]=1. Procedure: Following Step 6 in Scheme 47, using (+/−)-4-(6-amino-5-bromopyridin-3-yl)-1-methylpiperidin-2-one and (S)-(4-((1-(3-chlorophenyl)-2-hydroxyethyl)carbamoyl)-3-fluorophenyl)boronic acid, 4-(2-amino-5-(1-methyl-2-oxopiperidin-4-yl)pyridin-3-yl)-N—((S)-1-(3-chlorophenyl)-2-hydroxyethyl)-2-fluorobenzamide was obtained as a diastereomeric mixture (inseparable) (35%). LCMS (m/z): 497.3 (MH+), 0.59 min; 1H NMR (400 MHz, CD3OD) δ ppm 7.97 (m, 1H), 7.9 (m, 1H), 7.82 (m, 1H), 7.52-7.39 (m, 3H), 7.39-7.32 ... The reactants are C(C)(=O)O[BH-](OC(C)=O)OC(C)=O.[Na+] (Sodium triacetoxyborohydride), FC(C(=O)N([C@@H]1[C@H](C1)C1=CC=CC=C1)CC1(CCNCC1)C(=O)OC)(F)F (methyl 4-((2,2,2-trifluoro-N-((1S,2R)-2-phenylcyclopropyl)acetamido)methyl)piperidine-4-carboxylate), C=O (formaldehyde), C(C)(=O)O (acetic acid). Run in ClCCCl (1,2-dichloroethane), CO (methanol). Conditions: time 1 hour. The product is CN1CCC(CC1)(C(=O)OC)CN(C(C(F)(F)F)=O)[C@H]1[C@@H](C1)C1=CC=CC=C1 (Methyl 1-methyl-4-((2,2,2-trifluoro-N-((trans)-2-phenylcyclopropyl)acetamido)methyl)piperidine-4-carboxylate). The yield is 94.7%. RXN SMILES: [F:1][C:2]([F:27])([F:26])[C:3]([N:5]([CH2:15][C:16]1([C:22]([O:24][CH3:25])=[O:23])[CH2:21][CH2:20][NH:19][CH2:18][CH2:17]1)[C@H:6]1[CH2:8][C@@H:7]1[C:9]1[CH:14]=[CH:13][CH:12]=[CH:11][CH:10]=1)=[O:4].C=O.[C:30](O)(=O)C.C(O[BH-](OC(=O)C)OC(=O)C)(=O)C.[Na+]>ClCCCl.CO>[CH3:30][N:19]1[CH2:20][CH2:21][C:16]([CH2:15][N:5]([C@@H:6]2[CH2:8][C@H:7]2[C:9]2[CH:14]=[CH:13][CH:12]=[CH:11][CH:10]=2)[C:3](=[O:4])[C:2]([F:1])([F:26])[F:27])([C:22]([O:24][CH3:25])=[O:23])[CH2:17][CH2:18]1 |f:3.4|. Procedure: To a solution of methyl 4-((2,2,2-trifluoro-N-((1S,2R)-2-phenylcyclopropyl)acetamido)methyl)piperidine-4-carboxylate (270 mg, 0.702 mmol) in 1,2-dichloroethane (DCE) (3 mL) and methanol (1.500 mL) were added formaldehyde (0.129 mL, 1.405 mmol) and acetic acid (0.060 mL, 1.054 mmol), and the mixture was stirred at room temperature for 1 h. Sodium triacetoxyborohydride (223 mg, 1.054 mmol) was added and the mixture was stirred at room temperature for 4 h. The mixture was quenched with 10% N NaHCO3... The reactants are CCOc1cc(C=Nc2ccc(C#N)cc2)ccc1OC(C)C, CCOc1cc(C=O)c(F)c(OC(C)C)c1, N#Cc1ccc(N)cc1. Yields the product CCOc1cc(C=Nc2ccc(C#N)cc2)c(F)c(OC(C)C)c1. Reaction SMILES: [CH2:1]([O:2][c:3]1[cH:4][c:5]([CH:22]=[N:8][c:9]2[cH:10][cH:11][c:12]([C:13]#[N:14])[cH:15][cH:16]2)[cH:6][cH:7][c:17]1[O:18][CH:19]([CH3:20])[CH3:21])[CH3:23].[CH2:24]([CH3:25])[O:26][c:27]1[cH:28][c:29]([O:36][CH:37]([CH3:38])[CH3:39])[c:30]([F:35])[c:31]([CH:32]=[O:33])[cH:34]1.[NH2:40][c:41]1[cH:42][cH:43][c:44]([C:45]#[N:46])[cH:47][cH:48]1>>[N:8]([c:9]1[cH:10][cH:11][c:12]([C:13]#[N:14])[cH:15][cH:16]1)=[CH:32][c:31]1[c:30]([F:35])[c:29]([O:36][CH:37]([CH3:38])[CH3:39])[cH:28][c:27]([O:26][CH2:24][CH3:25])[cH:34]1. Starting materials: ClC1=CC2=C(C=C1)N1C3=C2C=CN=C3C(C(=C1)CC=1C=NC=CC1)=O (10-chloro-5-(3-pyridylmethyl)-4H-indolo[3,2,1-de][1,5]naphthyridin-4-one), C(C1=CC=CC=C1)=O (benzaldehyde). Product: C(C1=CC=CC=C1)C1=CN2C3=C(C=CN=C3C1=O)C=1C=C(C=CC12)Cl (5-benzyl-10-chloro-4H-indolo[3,2,1-de][1,5]naphthyridin-4-one). Yield: 21.6%. RXN SMILES: [Cl:1][C:2]1[CH:7]=[CH:6][C:5]2[N:8]3[CH:17]=[C:16]([CH2:18][C:19]4[CH:20]=N[CH:22]=[CH:23][CH:24]=4)[C:15](=[O:25])[C:14]4[C:9]3=[C:10]([CH:11]=[CH:12][N:13]=4)[C:4]=2[CH:3]=1.[CH:26](=O)C1C=CC=CC=1>>[CH2:18]([C:16]1[C:15](=[O:25])[C:14]2[C:9]3=[C:10]([C:4]4[CH:3]=[C:2]([Cl:1])[CH:7]=[CH:6][C:5]=4[N:8]3[CH:17]=1)[CH:11]=[CH:12][N:13]=2)[C:19]1[CH:24]=[CH:23][CH:22]=[CH:26][CH:20]=1. Reported procedure: According to Example 1<step 4>, the compound (200 mg) produced in Example 23<step 4> was reacted with benzaldehyde (132 mg) to obtain the title compound (43 mg; 16%).